Dataset: the Open Reaction Database (ORD), a public repository of structured organic reaction records. Task: describe an organic reaction: reactants, conditions, products, and yield The reactants are N1CCC(CC1)N1N=CC(=C1)C1=CC=2N(N=C1)C(=CN2)C=2C=C(C=CC2)NC(=O)NCC(F)(F)F (N-{3-[7-(1-piperidin-4-yl-1H-pyrazol-4-yl)imidazo[1,2-b]pyridazin-3-yl]phenyl}-N′-(2,2,2-trifluoroethyl)urea), N1(CCOCC1)C(=O)Cl (morpholine-4-carbonyl chloride). Yields the product N1(CCOCC1)C(=O)N1CCC(CC1)N1N=CC(=C1)C1=CC=2N(N=C1)C(=CN2)C=2C=C(C=CC2)NC(=O)NCC(F)(F)F (N-[3-(7-{1-[1-(morpholin-4-ylcarbonyl)piperidin-4-yl]-1H-pyrazol-4-yl}imidazo[1,2-b]pyridazin-3-yl)phenyl]-N′-(2,2,2-trifluoroethyl)urea). As a reaction SMILES: [NH:1]1[CH2:6][CH2:5][CH:4]([N:7]2[CH:11]=[C:10]([C:12]3[CH:17]=[N:16][N:15]4[C:18]([C:21]5[CH:22]=[C:23]([NH:27][C:28]([NH:30][CH2:31][C:32]([F:35])([F:34])[F:33])=[O:29])[CH:24]=[CH:25][CH:26]=5)=[CH:19][N:20]=[C:14]4[CH:13]=3)[CH:9]=[N:8]2)[CH2:3][CH2:2]1.[N:36]1([C:42](Cl)=[O:43])[CH2:41][CH2:40][O:39][CH2:38][CH2:37]1>>[N:36]1([C:42]([N:1]2[CH2:6][CH2:5][CH:4]([N:7]3[CH:11]=[C:10]([C:12]4[CH:17]=[N:16][N:15]5[C:18]([C:21]6[CH:22]=[C:23]([NH:27][C:28]([NH:30][CH2:31][C:32]([F:33])([F:35])[F:34])=[O:29])[CH:24]=[CH:25][CH:26]=6)=[CH:19][N:20]=[C:14]5[CH:13]=4)[CH:9]=[N:8]3)[CH2:3][CH2:2]2)=[O:43])[CH2:41][CH2:40][O:39][CH2:38][CH2:37]1. Reported procedure: This compound was prepared by using procedures analogous to those described for the synthesis of Example 30 (Step 6) starting from N-{3-[7-(1-piperidin-4-yl-1H-pyrazol-4-yl)imidazo[1,2-b]pyridazin-3-yl]phenyl}-N′-(2,2,2-trifluoroethyl)urea and morpholine-4-carbonyl chloride (Aldrich, Cat. No. 348295). LCMS (M+H)+: m/z=598.2.